Dataset: the Open Reaction Database (ORD), a public repository of structured organic reaction records. Task: describe an organic reaction: reactants, conditions, products, and yield Starting materials: C(CCC)OC(=O)C(CCC1=CC=CC=C1)NC1C(N(CC(SC1)C1=CSC=C1)CC(=O)OC(C)(C)C)=O (t-Butyl α-[6-(1-butoxycarbonyl-3-phenylpropylamino)-5-oxo-2-(3-thienyl)perhydro-1,4-thiazepin-4-yl]acetate), FC(C(=O)O)(F)F (trifluoroacetic acid). Product: C(CCC)OC(=O)C(CCC1=CC=CC=C1)NC1C(N(CC(SC1)C1=CSC=C1)CC(=O)O)=O (α-[6-(1-Butoxycarbonyl-3-phenylpropylamino)-5-oxo-2-(3-thienyl)perhydro-1,4-thiazepin-4-yl]acetic acid). As a reaction SMILES: [CH2:1]([O:5][C:6]([CH:8]([NH:17][CH:18]1[CH2:24][S:23][CH:22]([C:25]2[CH:29]=[CH:28][S:27][CH:26]=2)[CH2:21][N:20]([CH2:30][C:31]([O:33]C(C)(C)C)=[O:32])[C:19]1=[O:38])[CH2:9][CH2:10][C:11]1[CH:16]=[CH:15][CH:14]=[CH:13][CH:12]=1)=[O:7])[CH2:2][CH2:3][CH3:4].FC(F)(F)C(O)=O>>[CH2:1]([O:5][C:6]([CH:8]([NH:17][CH:18]1[CH2:24][S:23][CH:22]([C:25]2[CH:29]=[CH:28][S:27][CH:26]=2)[CH2:21][N:20]([CH2:30][C:31]([OH:33])=[O:32])[C:19]1=[O:38])[CH2:9][CH2:10][C:11]1[CH:12]=[CH:13][CH:14]=[CH:15][CH:16]=1)=[O:7])[CH2:2][CH2:3][CH3:4]. Procedure: 130 mg of isomer B of t-butyl α-[6-(1-butoxycarbonyl-3-phenylpropylamino)-5-oxo-2-(3-thienyl)perhydro-1,4-thiazepin-4-yl]acetate (prepared as described in Example 45 above) were treated with trifluoroacetic acid by the same procedure as is described in Example 43 to remove the t-butyl group and give the title compound as a crystalline powder, melting at 156° C., in a yield of 70 mg. RXN SMILES: [CH3:1][S:2]([O:3][CH:6]1[CH2:7][c:8]2[cH:9][c:10]([F:17])[cH:11][c:12]([F:16])[c:13]2[CH2:14][CH2:15]1)(=[O:4])=[O:5].[Li+:21].[N-:18]=[N+:19]=[N-:20].[O:22]=[CH:23][N:24]([CH3:25])[CH3:26]>>[CH:6]1([N:18]=[N+:19]=[N-:20])[CH2:7][c:8]2[cH:9][c:10]([F:17])[cH:11][c:12]([F:16])[c:13]2[CH2:14][CH2:15]1. Reactants: CS(=O)(=O)OC1CCc2c(F)cc(F)cc2C1, [Li+], [N-]=[N+]=[N-], CN(C)C=O. Product: [N-]=[N+]=NC1CCc2c(F)cc(F)cc2C1.